Dataset: the Open Reaction Database (ORD), a public repository of structured organic reaction records. Task: describe an organic reaction: reactants, conditions, products, and yield The reactants are [F-].C(CCC)[N+](CCCC)(CCCC)CCCC (Tetrabutylammonium fluoride), ONC(=O)C1N(CCN(C1)C(=O)OCC1=CC=CC=C1)S(=O)(=O)N1CCC(CC1)C1=CN(C2=CC=C(C=C12)F)S(=O)(=O)CC[Si](C)(C)C (N-hydroxy-4-benzyloxycarbonyl-1-{4-[5-fluoro-1-(2-trimethylsilylethane-sulfonyl)-indol-3-yl]-piperidine-1-sulfonyl}piperazine-2-(RS)-carboxamide), C(C)(=O)O (acetic acid). Run in O1CCCC1 (tetrahydrofuran). Reaction conditions: temperature 45 celsius. The product is ONC(=O)C1N(CCN(C1)C(=O)OCC1=CC=CC=C1)S(=O)(=O)N1CCC(CC1)C1=CNC2=CC=C(C=C12)F (N-hydroxy-4-benzyloxycarbonyl-1-{4-[5-fluoroindol-3-yl]piperidine-1-sulfonyl}piperazine-2-(RS)-carboxamide). The yield is 71.0%. RXN SMILES: [F-].C([N+](CCCC)(CCCC)CCCC)CCC.[OH:19][NH:20][C:21]([CH:23]1[CH2:28][N:27]([C:29]([O:31][CH2:32][C:33]2[CH:38]=[CH:37][CH:36]=[CH:35][CH:34]=2)=[O:30])[CH2:26][CH2:25][N:24]1[S:39]([N:42]1[CH2:47][CH2:46][CH:45]([C:48]2[C:56]3[C:51](=[CH:52][CH:53]=[C:54]([F:57])[CH:55]=3)[N:50](S(CC[Si](C)(C)C)(=O)=O)[CH:49]=2)[CH2:44][CH2:43]1)(=[O:41])=[O:40])=[O:22].C(O)(=O)C>O1CCCC1>[OH:19][NH:20][C:21]([CH:23]1[CH2:28][N:27]([C:29]([O:31][CH2:32][C:33]2[CH:38]=[CH:37][CH:36]=[CH:35][CH:34]=2)=[O:30])[CH2:26][CH2:25][N:24]1[S:39]([N:42]1[CH2:47][CH2:46][CH:45]([C:48]2[C:56]3[C:51](=[CH:52][CH:53]=[C:54]([F:57])[CH:55]=3)[NH:50][CH:49]=2)[CH2:44][CH2:43]1)(=[O:41])=[O:40])=[O:22] |f:0.1|. Procedure details: Tetrabutylammonium fluoride (0.194 ml, 1M solution in tetrahydrofuran) was added to a solution of N-hydroxy-4-benzyloxycarbonyl-1-{4-[5-fluoro-1-(2-trimethylsilylethane-sulfonyl)-indol-3-yl]-piperidine-1-sulfonyl}piperazine-2-(RS)-carboxamide (0.067 mg, 0.093 mmol), [prepared as described in Step 7 above] in tetrahydrofuran (1.6 ml). The reaction mixture was heated at 45° C. for approx. 20 min., and then quenched with glacial acetic acid (0.011 ml, 0.194 mmol). The reaction mixture was concentra... Reactants: NC=1SC=CN1 (2-aminothiazole), CC1=C(C(=CC=C1)C)[N+]#[C-] (2,6-dimethylphenylisonitrile), N1=C(C=CC=C1)C=O (2-pyridinecarbaldehyde). Solvent: Cl(=O)(=O)(=O)O (perchloric acid). The product is CC1=C(C(=CC=C1)C)NC1=C(N=C2SC=CN21)C2=NC=CC=C2 ((2,6-Dimethyl-phenyl)-(6-pyridin-2-yl-imidazo[2,1-b]thiazol-5-yl)-amine). As a reaction SMILES: [NH2:1][C:2]1[S:3][CH:4]=[CH:5][N:6]=1.[CH3:7][C:8]1[CH:13]=[CH:12][CH:11]=[C:10]([CH3:14])[C:9]=1[N+:15]#[C-:16].[N:17]1[CH:22]=[CH:21][CH:20]=[CH:19][C:18]=1[CH:23]=O>Cl(O)(=O)(=O)=O>[CH3:7][C:8]1[CH:13]=[CH:12][CH:11]=[C:10]([CH3:14])[C:9]=1[NH:15][C:16]1[N:6]2[C:2]([S:3][CH:4]=[CH:5]2)=[N:1][C:23]=1[C:18]1[CH:19]=[CH:20][CH:21]=[CH:22][N:17]=1. Procedure details: Compound 19 was prepared in accordance with the general synthesis instructions from 1.0 ml (0.1 mmol) 2-aminothiazole solution (0.1 M, MC), 0.575 ml (0.115 mmol) 2,6-dimethylphenylisonitrile solution (0.2 M, MC), 0.500 ml (0.15 mmol) 2-pyridinecarbaldehyde solution (0.3 M, MC) and 10 μl perchloric acid (w=20%) in a substance library. The reactants are BrC=1N=C2N(C=C(C=C2)C(F)(F)F)C1 (2-bromo-6-trifluoromethyl-imidazo[1,2-a]pyridine), C(C)SC1=C(C=CC=C1)B1OC(C)(C)C(C)(C)O1 (2-ethylsulfanylphenylboronic acid pinacol ester), C1(CCCCC1)P(C1CCCCC1)C1CCCCC1 (tricyclohexylphosphine), P(=O)([O-])([O-])[O-].[K+].[K+].[K+] (tripotassium phosphate). Reagents/catalysts: [Pd].[Pd].C(C1=CC=CC=C1)=CC(=O)C=CC1=CC=CC=C1.C(C1=CC=CC=C1)=CC(=O)C=CC1=CC=CC=C1.C(C1=CC=CC=C1)=CC(=O)C=CC1=CC=CC=C1 (tris(dibenzylideneacetone) dipalladium(0)). Solvent: O (water), C(C)(=O)OCC (Ethyl acetate), O (water), O1CCOCC1 (1,4-dioxane). Reaction conditions: temperature 100 celsius, time 2.5 hour. Yields the product C(C)SC1=C(C=CC=C1)C=1N=C2N(C=C(C=C2)C(F)(F)F)C1 (2-(2-ethylsulfanylphenyl)-6-trifluoromethyl-imidazo[1,2-a]pyridine). The yield is 89.1%. Reaction SMILES: Br[C:2]1[N:3]=[C:4]2[CH:9]=[CH:8][C:7]([C:10]([F:13])([F:12])[F:11])=[CH:6][N:5]2[CH:14]=1.[CH2:15]([S:17][C:18]1[CH:23]=[CH:22][CH:21]=[CH:20][C:19]=1B1OC(C)(C)C(C)(C)O1)[CH3:16].C1(P(C2CCCCC2)C2CCCCC2)CCCCC1.P([O-])([O-])([O-])=O.[K+].[K+].[K+]>[Pd].[Pd].C(=CC(C=CC1C=CC=CC=1)=O)C1C=CC=CC=1.C(=CC(C=CC1C=CC=CC=1)=O)C1C=CC=CC=1.C(=CC(C=CC1C=CC=CC=1)=O)C1C=CC=CC=1.O.C(OCC)(=O)C.O1CCOCC1>[CH2:15]([S:17][C:18]1[CH:23]=[CH:22][CH:21]=[CH:20][C:19]=1[C:2]1[N:3]=[C:4]2[CH:9]=[CH:8][C:7]([C:10]([F:13])([F:12])[F:11])=[CH:6][N:5]2[CH:14]=1)[CH3:16] |f:3.4.5.6,7.8.9.10.11|. Reported procedure: A mixture of 526 mg of 2-bromo-6-trifluoromethyl-imidazo[1,2-a]pyridine, 576 mg of 2-ethylsulfanylphenylboronic acid pinacol ester, 50 mg of tris(dibenzylideneacetone) dipalladium(0), 201 mg of tricyclohexylphosphine (18% toluene solution), 1.26 g of tripotassium phosphate, 4.5 ml of 1,4-dioxane and 1.5 ml of water was stirred at 100° C. for 2.5 hours. Ethyl acetate and water were poured to the cooled reaction mixture, and the mixture was filtered. The aqueous layer of the filtrate was extracted...